From a dataset of the Open Reaction Database (ORD), a public repository of structured organic reaction records. describe an organic reaction: reactants, conditions, products, and yield Reactants: [Br-], CCCCCCCCCCCC[Mg+], COc1ccccc1C1=NC(C)(C)CO1, C1CCOC1. Product: CCCCCCCCCCCCc1ccccc1C1=NC(C)(C)CO1. Reaction SMILES: [Br-:1].[CH2:2]([CH2:3][CH2:4][CH2:5][CH2:6][CH2:7][CH2:8][CH2:9][CH2:10][CH2:11][CH2:12][CH3:13])[Mg+:14].[CH3:15][O:16][c:17]1[c:18]([C:23]2=[N:27][C:26]([CH3:28])([CH3:29])[CH2:25][O:24]2)[cH:19][cH:20][cH:21][cH:22]1.[O:30]1[CH2:31][CH2:32][CH2:33][CH2:34]1>>[CH2:2]([CH2:3][CH2:4][CH2:5][CH2:6][CH2:7][CH2:8][CH2:9][CH2:10][CH2:11][CH2:12][CH3:13])[c:17]1[c:18]([C:23]2=[N:27][C:26]([CH3:28])([CH3:29])[CH2:25][O:24]2)[cH:19][cH:20][cH:21][cH:22]1. The reactants are FC1=C(OC2=C(C=C3CCC(C3=C2)O)NS(=O)(=O)C)C=CC(=C1)F (N-[6-(2,4-difluorophenoxy)-1-hydroxy-5-indanyl]methanesulfonamide), P(Cl)(Cl)(Cl)(Cl)Cl (phosphorus pentachloride), CNC (dimethylamine). Solvent: ClCCl.C(C)OCC (dichloromethane diethyl ether), ClCCl (dichloromethane). Reaction conditions: time 2 hour. Yields the product Cl.FC1=C(OC2=C(C=C3CCC(C3=C2)N(C)C)NS(=O)(=O)C)C=CC(=C1)F (N-[6-(2,4-difluorophenoxy)-1-dimethylamino-5-indanyl]methanesulfonamide, hydrochloride). The yield is 72.0%. As a reaction SMILES: [F:1][C:2]1[CH:23]=[C:22]([F:24])[CH:21]=[CH:20][C:3]=1[O:4][C:5]1[CH:13]=[C:12]2[C:8]([CH2:9][CH2:10][CH:11]2O)=[CH:7][C:6]=1[NH:15][S:16]([CH3:19])(=[O:18])=[O:17].P(Cl)(Cl)(Cl)(Cl)[Cl:26].[CH3:31][NH:32][CH3:33]>ClCCl.C(OCC)C.ClCCl>[ClH:26].[F:1][C:2]1[CH:23]=[C:22]([F:24])[CH:21]=[CH:20][C:3]=1[O:4][C:5]1[CH:13]=[C:12]2[C:8]([CH2:9][CH2:10][CH:11]2[N:32]([CH3:33])[CH3:31])=[CH:7][C:6]=1[NH:15][S:16]([CH3:19])(=[O:18])=[O:17] |f:3.4,6.7|. Procedure details: 2.84 g of N-[6-(2,4-difluorophenoxy)-1-hydroxy-5-indanyl]methanesulfonamide and 1.83 g of phosphorus pentachloride are stirred in 50 ml of dichloromethane-diethyl ether (1:1) for 45 minutes at 0° C. At 0° C., a solution of 7 g of dimethylamine in 25 ml of dichloromethane is added to the reaction mixture. After 2 hours at 20° C. and 20 minutes of boiling, the mixture is concentrated and the residue is recrystallized from aqueous hydrochloric acid, yielding 2.41 g of N-[6-(2,4-difluorophenoxy)-1-d... The reactants are O=C1c2ccccc2C(=O)N1CCCBr, CN1CCCC1=O, CCOC(C)=O, CC(C)NS(=O)(=O)c1ccccc1[N+](=O)[O-], [H-], [Na+]. Yields the product CC(C)N(CCCN1C(=O)c2ccccc2C1=O)S(=O)(=O)c1ccccc1[N+](=O)[O-]. RXN SMILES: [Br:19][CH2:20][CH2:21][CH2:22][N:23]1[C:24](=[O:33])[c:25]2[c:26]([cH:29][cH:30][cH:31][cH:32]2)[C:27]1=[O:28].[CH3:34][N:35]1[CH2:36][CH2:37][CH2:38][C:39]1=[O:40].[CH3:41][CH2:42][O:43][C:44](=[O:45])[CH3:46].[CH:1]([CH3:2])([CH3:3])[NH:4][S:5](=[O:6])(=[O:7])[c:8]1[c:9]([N+:14](=[O:15])[O-:16])[cH:10][cH:11][cH:12][cH:13]1.[H-:17].[Na+:18]>>[CH:1]([CH3:2])([CH3:3])[N:4]([S:5](=[O:6])(=[O:7])[c:8]1[c:9]([N+:14](=[O:15])[O-:16])[cH:10][cH:11][cH:12][cH:13]1)[CH2:20][CH2:21][CH2:22][N:23]1[C:24](=[O:33])[c:25]2[c:26]([cH:29][cH:30][cH:31][cH:32]2)[C:27]1=[O:28]. Starting materials: BrC=1C=C(C=CC1)C(C\C(=N/O)\C1=CC=NC=C1)C1=CC=CC=C1 ((E)-3-(3-Bromo-phenyl)-3-phenyl-1-pyridin-4-yl-propan-1-one oxime), CS(=O)(=O)C=1C=C(C=CC1)B(O)O ((3-methylsulfonylphenyl)boronic acid). The product is CS(=O)(=O)C=1C=C(C=CC1)C1=CC(=CC=C1)C(C\C(=N/O)\C1=CC=NC=C1)C1=CC=CC=C1 ((E)-3-(3′-Methanesulfonyl-biphenyl-3-yl)-3-phenyl-1-pyridin-4-yl-propan-1-one oxime). As a reaction SMILES: Br[C:2]1[CH:3]=[C:4]([CH:8]([C:19]2[CH:24]=[CH:23][CH:22]=[CH:21][CH:20]=2)[CH2:9]/[C:10](/[C:13]2[CH:18]=[CH:17][N:16]=[CH:15][CH:14]=2)=[N:11]\[OH:12])[CH:5]=[CH:6][CH:7]=1.[CH3:25][S:26]([C:29]1[CH:30]=[C:31](B(O)O)[CH:32]=[CH:33][CH:34]=1)(=[O:28])=[O:27]>>[CH3:25][S:26]([C:29]1[CH:34]=[C:33]([C:2]2[CH:7]=[CH:6][CH:5]=[C:4]([CH:8]([C:19]3[CH:20]=[CH:21][CH:22]=[CH:23][CH:24]=3)[CH2:9]/[C:10](/[C:13]3[CH:14]=[CH:15][N:16]=[CH:17][CH:18]=3)=[N:11]\[OH:12])[CH:3]=2)[CH:32]=[CH:31][CH:30]=1)(=[O:28])=[O:27]. Reported procedure: In analogy to example 22, from (E)-3-(3-bromo-phenyl)-3-phenyl-1-pyridin-4-yl-propan-1-one oxime (example 12) and (3-methylsulfonylphenyl)boronic acid was prepared the title compound as a white foam, MS (ESI+): m/z=457.2 ([M+H]+).